This data is from the Open Reaction Database (ORD), a public repository of structured organic reaction records. The task is: describe an organic reaction: reactants, conditions, products, and yield Reactants: CC(=O)c1ccc(N2CCN(c3ccncc3)CC2)cc1, CCO, O=Cc1ccccc1, [Na+], [OH-]. The product is O=C(C=Cc1ccccc1)c1ccc(N2CCN(c3ccncc3)CC2)cc1. RXN SMILES: [C:1]([CH3:2])(=[O:3])[c:4]1[cH:5][cH:6][c:7]([N:10]2[CH2:11][CH2:12][N:13]([c:16]3[cH:17][cH:18][n:19][cH:20][cH:21]3)[CH2:14][CH2:15]2)[cH:8][cH:9]1.[CH3:32][CH2:33][OH:34].[CH:22](=[O:23])[c:24]1[cH:25][cH:26][cH:27][cH:28][cH:29]1.[Na+:31].[OH-:30]>>[C:1]([CH:2]=[CH:22][c:24]1[cH:25][cH:26][cH:27][cH:28][cH:29]1)(=[O:3])[c:4]1[cH:5][cH:6][c:7]([N:10]2[CH2:11][CH2:12][N:13]([c:16]3[cH:17][cH:18][n:19][cH:20][cH:21]3)[CH2:14][CH2:15]2)[cH:8][cH:9]1.